Dataset: the Open Reaction Database (ORD), a public repository of structured organic reaction records. Task: describe an organic reaction: reactants, conditions, products, and yield The reactants are COC1=CC=C(C=C1)C1=NN(C2=C(C=CC=C12)C(F)(F)F)CCC (3-(4-methoxyphenyl)-1-propyl-7-trifluoromethyl-1H-indazole), B(Br)(Br)Br (boron tribromide), C1=CCCCC1 (cyclohexene). Yields the product C(CC)N1N=C(C2=CC=CC(=C12)C(F)(F)F)C1=CC=C(C=C1)O (4-[1-propyl-7-(trifluoromethyl)-1H-indazol-3-yl]phenol). Isolated yield 86.3%. Reaction SMILES: C[O:2][C:3]1[CH:8]=[CH:7][C:6]([C:9]2[C:17]3[C:12](=[C:13]([C:18]([F:21])([F:20])[F:19])[CH:14]=[CH:15][CH:16]=3)[N:11]([CH2:22][CH2:23][CH3:24])[N:10]=2)=[CH:5][CH:4]=1.B(Br)(Br)Br.C1CCCCC=1>>[CH2:22]([N:11]1[C:12]2[C:17](=[CH:16][CH:15]=[CH:14][C:13]=2[C:18]([F:21])([F:20])[F:19])[C:9]([C:6]2[CH:5]=[CH:4][C:3]([OH:2])=[CH:8][CH:7]=2)=[N:10]1)[CH2:23][CH3:24]. Reported procedure: Prepared according to Method D step C from 3-(4-methoxyphenyl)-1-propyl-7-trifluoromethyl-1H-indazole (0.058 g, 0.17 mmol), boron tribromide (0.094 mL, 1.0 mmol) and 0.3 mL of cyclohexene to give the product (0.047 g) as an off-white solid. The reactants are C(C)(C)SC(C(=O)OCC)(C)C (ethyl 2-(isopropylthio)-2-methylpropionate), [OH-].[K+] (potassium hydroxide). The solvent is C(C)O (ethanol), O (water). Yields the product C(C)(C)SC(C(=O)O)(C)C (2-(Isopropylthio)-2-methylpropionic acid). As a reaction SMILES: [CH:1]([S:4][C:5]([CH3:12])([CH3:11])[C:6]([O:8]CC)=[O:7])([CH3:3])[CH3:2].[OH-].[K+]>C(O)C.O>[CH:1]([S:4][C:5]([CH3:12])([CH3:11])[C:6]([OH:8])=[O:7])([CH3:3])[CH3:2] |f:1.2|. Procedure details: A mixture of ethyl 2-(isopropylthio)-2-methylpropionate (5.4 g, 30 mmol) and potassium hydroxide (5.0 g, 90 mmol) in ethanol is refluxed for 6 hours, cooled, and concentrated in vacuo to obtain a residue. The residue is diluted with water, washed with ether, acidified with hydrochloric acid, and extracted with ether. The combined organic extracts are washed sequentially with water and brine, dried over anhydrous magnesium sulfate, and concentrated in vacuo to obtain a solid. The solid is washed ...